From a dataset of the Open Reaction Database (ORD), a public repository of structured organic reaction records. describe an organic reaction: reactants, conditions, products, and yield The reactants are CO, ClC(Cl)Cl, O=C1Nc2ncccc2C12Cc1cc3ncc(CO)nc3cc1C2. Yields the product O=Cc1cnc2cc3c(cc2n1)CC1(C3)C(=O)Nc2ncccc21. As a reaction SMILES: [CH3:29][OH:30].[Cl:25][CH:26]([Cl:27])[Cl:28].[OH:1][CH2:2][c:3]1[cH:4][n:5][c:6]2[cH:7][c:8]3[c:9]([cH:10][c:11]2[n:12]1)[CH2:13][C:14]1([CH2:15]3)[C:16](=[O:24])[NH:17][c:18]2[n:19][cH:20][cH:21][cH:22][c:23]21>>[O:1]=[CH:2][c:3]1[cH:4][n:5][c:6]2[cH:7][c:8]3[c:9]([cH:10][c:11]2[n:12]1)[CH2:13][C:14]1([CH2:15]3)[C:16](=[O:24])[NH:17][c:18]2[n:19][cH:20][cH:21][cH:22][c:23]21. The reactants are CN(C)C=O, CN1CCCC1=O, [Cu]I, [F-], C[Si](C)(C)C(F)(F)F, N#Cc1cccnc1I, [K+], C1CCOC1, O. Yields the product N#Cc1cccnc1C(F)(F)F. As a reaction SMILES: [CH3:12][N:13]([CH3:14])[CH:15]=[O:16].[CH3:33][N:34]1[CH2:35][CH2:36][CH2:37][C:38]1=[O:39].[Cu:30][I:31].[F-:1].[F:17][C:18]([F:19])([F:20])[Si:21]([CH3:22])([CH3:23])[CH3:24].[I:3][c:4]1[c:5]([C:6]#[N:7])[cH:8][cH:9][cH:10][n:11]1.[K+:2].[O:25]1[CH2:26][CH2:27][CH2:28][CH2:29]1.[OH2:32]>>[c:4]1([C:18]([F:17])([F:19])[F:20])[c:5]([C:6]#[N:7])[cH:8][cH:9][cH:10][n:11]1. The reactants are NC1=NNC=C1 (3-aminopyrazole), C1=CC=CC=C1 (benzene), CC(CC(CC)=O)=O (hexane-2,4-dione), N1CCCCC1 (piperidine). The solvent is C(C)O (ethanol). Yields the product CC1=NC=2N(C(=C1)CC)N=C(C2CC)C (5-Methyl(ethyl)-7-ethyl(methyl)pyrazolo[1,5-a]pyrimidine). Yield: 87.0%. Reaction SMILES: [NH2:1][C:2]1C=C[NH:4][N:3]=1.[CH3:7][C:8](=O)[CH2:9][C:10](=O)[CH2:11][CH3:12].N1CCCCC1.[CH:21]1[CH:26]=[CH:25][CH:24]=[CH:23]C=1>C(O)C>[CH3:7][C:8]1[CH:9]=[C:10]([CH2:11][CH3:12])[N:3]2[N:4]=[C:24]([CH3:23])[C:25]([CH2:26][CH3:21])=[C:2]2[N:1]=1. Procedure details: The compound was prepared, as described above, from 3-aminopyrazole (8.3 g) and hexane-2,4-dione (11.4 g) in ethanol with a catalytic amount of piperidine. The product was isolated as a colorless oil (14.0 g, 87% yield) via chromatography on basic alumina with benzene. Oil, b.p. 173°-177°/0.1mm. Mass spectrum M+ = 161.